Dataset: the Open Reaction Database (ORD), a public repository of structured organic reaction records. Task: describe an organic reaction: reactants, conditions, products, and yield The reactants are C(C)OC(CCCOC1=C(C(=CC=C1)CCCCCCOC1=CC(=CC(=C1)C(N(C)C)=O)Br)CCC(=O)OCC)=O (4-[3-[6-(3-bromo-5-dimethylcarbamoyl-phenoxy)-hexyl]-2-(2-ethoxycarbonyl-ethyl)-phenoxy]-butyric acid ethyl ester), ClC=1C=C(C=CC1)B(O)O (3-chlorophenylboronic acid). Product: C(=O)(O)CCC1=C(OCCCC(=O)O)C=CC=C1CCCCCCOC=1C=C(C=C(C1)C(N(C)C)=O)C1=CC(=CC=C1)Cl (4-{2-(2-Carboxy-ethyl)-3-[6-(3′-chloro-5-dimethylcarbamoyl-biphenyl-3-yloxy)-hexyl]-phenoxy}-butyric acid). RXN SMILES: C([O:3][C:4](=[O:41])[CH2:5][CH2:6][CH2:7][O:8][C:9]1[CH:14]=[CH:13][CH:12]=[C:11]([CH2:15][CH2:16][CH2:17][CH2:18][CH2:19][CH2:20][O:21][C:22]2[CH:27]=[C:26]([C:28](=[O:32])[N:29]([CH3:31])[CH3:30])[CH:25]=[C:24](Br)[CH:23]=2)[C:10]=1[CH2:34][CH2:35][C:36]([O:38]CC)=[O:37])C.[Cl:42][C:43]1[CH:44]=[C:45](B(O)O)[CH:46]=[CH:47][CH:48]=1>>[C:36]([CH2:35][CH2:34][C:10]1[C:11]([CH2:15][CH2:16][CH2:17][CH2:18][CH2:19][CH2:20][O:21][C:22]2[CH:23]=[C:24]([C:45]3[CH:46]=[CH:47][CH:48]=[C:43]([Cl:42])[CH:44]=3)[CH:25]=[C:26]([C:28](=[O:32])[N:29]([CH3:30])[CH3:31])[CH:27]=2)=[CH:12][CH:13]=[CH:14][C:9]=1[O:8][CH2:7][CH2:6][CH2:5][C:4]([OH:41])=[O:3])([OH:38])=[O:37]. Procedure details: The title compound was prepared according to the general procedure described in Steps 3 and 4 of Method F starting from 4-[3-[6-(3-bromo-5-dimethylcarbamoyl-phenoxy)-hexyl]-2-(2-ethoxycarbonyl-ethyl)-phenoxy]-butyric acid ethyl ester and 3-chlorophenylboronic acid. LC/MS indicated a purity of 100% as measured by UV 214 nM. The reactants are COCCOc1cc(Cl)c(C(=O)NCc2ccc(-c3ccnc(OC(C)(C)C)c3)cc2)c(Cl)c1, ClCCl, O=C(O)C(F)(F)F. The product is COCCOc1cc(Cl)c(C(=O)NCc2ccc(-c3cc[nH]c(=O)c3)cc2)c(Cl)c1. RXN SMILES: [C:1]([CH3:2])([CH3:3])([CH3:4])[O:5][c:6]1[n:7][cH:8][cH:9][c:10](-[c:12]2[cH:13][cH:14][c:15]([CH2:16][NH:17][C:18]([c:19]3[c:20]([Cl:31])[cH:21][c:22]([O:26][CH2:27][CH2:28][O:29][CH3:30])[cH:23][c:24]3[Cl:25])=[O:32])[cH:33][cH:34]2)[cH:11]1.[Cl:42][CH2:43][Cl:44].[OH:35][C:36]([C:37]([F:38])([F:39])[F:40])=[O:41]>>[O:5]=[c:6]1[nH:7][cH:8][cH:9][c:10](-[c:12]2[cH:13][cH:14][c:15]([CH2:16][NH:17][C:18]([c:19]3[c:20]([Cl:31])[cH:21][c:22]([O:26][CH2:27][CH2:28][O:29][CH3:30])[cH:23][c:24]3[Cl:25])=[O:32])[cH:33][cH:34]2)[cH:11]1. The reactants are N1C=CC2=CC=CC=C12 (indole), N1C=CC2=CC=CC=C12 (indole), C7, N1C=CC2=CC=CC=C12 (indole), N1C=CC2=CC=CC=C12 (indole), CO amide, C—CH2—CH2 indole, C—CH2—CH2 indole, C6, N—CH2—CH2 indole, N1C=CC2=CC=CC=C12 (indole), N1C=CC2=CC=CC=C12 (indole), N[C@@H](CC1=CNC2=CC=CC=C12)C(=O)O (Trp), C—CH2—CH2 indole, C8, C8, N1C=CC2=CC=CC=C12 (indole), C3, N1C=CC2=CC=CC=C12 (indole), C2, N—CH2—CH2 indole, C8, N—CH2—CH2 indole, N1C=CC2=CC=CC=C12 (indole), N[C@@H](CC1=CNC2=CC=CC=C12)C(=O)O (Trp), C4, C—CH2—CH2 indole, N[C@@H](CC1=CNC2=CC=CC=C12)C(=O)O (Trp), C3, C9, NC(C)(C)C(=O)O (Aib), CH3 Aib, N1C=CC2=CC=CC=C12 (indole), C—CH2—CH2 indole, C7, N1N=NC=C1 (triazole), C—CH2—CH2 indole, C6, C9, N1C=CC2=CC=CC=C12 (indole), C4, N[C@@H](CC1=CNC2=CC=CC=C12)C(=O)O (Trp), N1C=CC2=CC=CC=C12 (indole), N[C@@H](CC1=CNC2=CC=CC=C12)C(=O)O (Trp), C6, N1C=CC2=CC=CC=C12 (indole), C4, N—CH2—CH2 indole, C5, C2, C9, N—CH2—CH2 indole, N—CH2—CH2 indole, N1C=CC2=CC=CC=C12 (indole), N[C@@H](CC1=CNC2=CC=CC=C12)C(=O)O (Trp), N1C=CC2=CC=CC=C12 (indole), C—CH2—CH2 indole, C—CH2—CH2 indole, N1C=CC2=CC=CC=C12 (indole), N—CH2—CH2 indole, C—CH2—CH2 indole, CH3 Aib, C—CH2—CH2 indole, N—CH2—CH2 indole, N—CH2—CH2 indole, N1N=NC=C1 (triazole), C7, N[C@@H](CC1=CNC2=CC=CC=C12)C(=O)O (Trp), N[C@@H](CC1=CNC2=CC=CC=C12)C(=O)O (Trp), C5, C3, C5, N—CH2—CH2 indole. Yields the product N1C=C(C2=CC=CC=C12)CCN1C(=NN=C1CCC1=CNC2=CC=CC=C12)[C@@H](CC1=CNC2=CC=CC=C12)NC(C(C)(C)N)=O ((R)—N-(1-(4,5-bis(2-(1H-indol-3-yl)ethyl)-4H-1,2,4-triazol-3-yl)-2-(1H-indol-3-yl)ethyl)-2-amino-2-methylpropanamide). As a reaction SMILES: [NH2:1][C:2]([C:5]([OH:7])=O)([CH3:4])[CH3:3].[NH:8]1[C:16]2[C:11](=[CH:12][CH:13]=[CH:14][CH:15]=2)[CH:10]=[CH:9]1.[NH2:17][C@H:18]([C:29](O)=O)[CH2:19][C:20]1[C:28]2[C:23](=[CH:24][CH:25]=[CH:26][CH:27]=2)[NH:22][CH:21]=1.N1[CH:36]=[CH:35][N:34]=[N:33]1>>[NH:8]1[C:16]2[C:11](=[CH:12][CH:13]=[CH:14][CH:15]=2)[C:10]([CH2:29][CH2:18][N:17]2[C:35]([CH2:36][CH2:19][C:20]3[C:28]4[C:23](=[CH:24][CH:25]=[CH:26][CH:27]=4)[NH:22][CH:21]=3)=[N:34][N:33]=[C:29]2[C@H:18]([NH:17][C:5](=[O:7])[C:2]([NH2:1])([CH3:4])[CH3:3])[CH2:19][C:20]2[C:28]3[C:23](=[CH:24][CH:25]=[CH:26][CH:27]=3)[NH:22][CH:21]=2)=[CH:9]1. Procedure: δ (ppm) 22.7 (C—CH2—CH2-indole), 23.6 (CH3 Aib), 23.8 (CH3 Aib), 25.4 (C—CH2—CH2-indole), 26.0 (N—CH2—CH2-indole), 29.6 (CH2 βTrp), 43.9 (N—CH2—CH2-indole), 46.0 (CH αTrp), 56.8 (Cq Aib), 109.5 (C3 indole from N—CH2—CH2-indole), 109.9 (C3 Trp), 111.7 (C7 Trp), 111.9 (C7 indole from N—CH2—CH2-indole and C7 indole from C—CH2—CH2-indole), 113.5 (C3 indole from C—CH2—CH2-indole), 118.3 (C4 indole from N—CH2—CH2-indole), 118.4 (C4 Trp), 118.5 (C5 indole from C—CH2—CH2-indole), 118.7 (C4 indole from C... Reactants: Ic1ccccc1, c1ccc2[nH]ccc2c1. Product: c1ccc(-n2ccc3ccccc32)cc1. RXN SMILES: [I:10][c:11]1[cH:12][cH:13][cH:14][cH:15][cH:16]1.[cH:1]1[cH:2][cH:3][c:4]2[nH:5][cH:6][cH:7][c:8]2[cH:9]1>>[cH:1]1[cH:2][cH:3][c:4]2[n:5](-[c:11]3[cH:12][cH:13][cH:14][cH:15][cH:16]3)[cH:6][cH:7][c:8]2[cH:9]1. As a reaction SMILES: [CH3:18][CH2:19][O:20][C:21]([CH3:22])=[O:23].[CH:1]1([NH2:8])[CH2:2][CH2:3][CH:4]([NH2:7])[CH2:5][CH2:6]1.[Cl:9][c:10]1[n:11][c:12]([Cl:17])[cH:13][c:14]([I:16])[cH:15]1>>[CH:1]1([NH2:8])[CH2:2][CH2:3][CH:4]([NH:7][c:12]2[n:11][c:10]([Cl:9])[cH:15][c:14]([I:16])[cH:13]2)[CH2:5][CH2:6]1. Starting materials: CCOC(C)=O, NC1CCC(N)CC1, Clc1cc(I)cc(Cl)n1. The product is NC1CCC(Nc2cc(I)cc(Cl)n2)CC1. Starting materials: ClC1=NC=2C(CC=CC2C(=N1)NC)(O)C1=CC=CC=C1 (2-chloro-4-(methylamino)-8-phenyl-7,8-dihydroquinazolin-8-ol). The reagents and catalysts are [Pd] (Pd/C). The solvent is CCOC(=O)C (EtOAc). Conditions: time 1 hour. Yields the product ClC1=NC=2C(CCCC2C(=N1)NC)(O)C1=CC=CC=C1 (2-chloro-4-(methylamino)-8-phenyl-5,6,7,8-tetrahydroquinazolin-8-ol). Isolated yield 99.3%. Reaction SMILES: [Cl:1][C:2]1[N:11]=[C:10]([NH:12][CH3:13])[C:9]2[CH:8]=[CH:7][CH2:6][C:5]([C:15]3[CH:20]=[CH:19][CH:18]=[CH:17][CH:16]=3)([OH:14])[C:4]=2[N:3]=1>CCOC(C)=O.[Pd]>[Cl:1][C:2]1[N:11]=[C:10]([NH:12][CH3:13])[C:9]2[CH2:8][CH2:7][CH2:6][C:5]([C:15]3[CH:20]=[CH:19][CH:18]=[CH:17][CH:16]=3)([OH:14])[C:4]=2[N:3]=1. Reported procedure: To a solution of 2-chloro-4-(methylamino)-8-phenyl-7,8-dihydroquinazolin-8-ol (20 mg) in EtOAc (5 mL) was added 5% Pd/C (6 mg), and the resulting suspension was stirred under a hydrogen balloon for 1 h. The reaction mixture was filtered through a pad of Celite to give the title compound as a colorless oil (20 mg).